The task is: describe an organic reaction: reactants, conditions, products, and yield. This data is from the Open Reaction Database (ORD), a public repository of structured organic reaction records. Starting materials: ClC1=C2C(=NN=C1C1=CC=CC=C1)N(N=C2C2=C(C=CC=C2)C)C (4-Chloro-1-methyl-5-phenyl-3-o-tolyl-1H-pyrazolo[3,4-c]pyridazine), IC=1C=C(C=O)C=CC1 (3-iodobenzaldehyde). The product is ClC1=C2C(=NN=C1C1=CC=CC=C1)N(N=C2C2=CC(=CC=C2)I)C (4-Chloro-3-(3-iodophenyl)-1-methyl-5-phenyl-1H-pyrazolo[3,4-c]pyridazine). As a reaction SMILES: [Cl:1][C:2]1[C:7]([C:8]2[CH:13]=[CH:12][CH:11]=[CH:10][CH:9]=2)=[N:6][N:5]=[C:4]2[N:14]([CH3:24])[N:15]=[C:16]([C:17]3[CH:22]=[CH:21][CH:20]=[CH:19][C:18]=3C)[C:3]=12.[I:25]C1C=C(C=CC=1)C=O>>[Cl:1][C:2]1[C:7]([C:8]2[CH:13]=[CH:12][CH:11]=[CH:10][CH:9]=2)=[N:6][N:5]=[C:4]2[N:14]([CH3:24])[N:15]=[C:16]([C:17]3[CH:22]=[CH:21][CH:20]=[C:19]([I:25])[CH:18]=3)[C:3]=12. Procedure: Compound 3 was synthesised following similar procedures outlined in Example 25 (Compound 20), using 3-iodobenzaldehyde instead of 2-methylbenzaldehyde in Step 1. As a slightly modified procedure, the crude residue of Step 3 was purified by column chromatography (silica gel, gradient 80 to 100% CH2Cl2/isohexane to 2% diethyl ether/CH2Cl2), yielding Compound 3 as a solid. The reactants are O (water), C1(=CC=CC=C1)C1(CC(C2=CC=CC=C12)=O)C1=CC=CC=C1 (3,3-Diphenylindanone), C1(=CC=CC=C1)C1(CC(C2=CC=CC=C12)=O)C1=CC=CC=C1 (3,3-Diphenylindanone), [H-].[K+] (potassium hydride), BrCC#N (bromoacetonitrile), material, Compound 5. Run in O1CCCC1 (tetrahydrofuran). Reaction conditions: time 1 hour. Product: C(#N)CC1C(C2=CC=CC=C2C1(C1=CC=CC=C1)C1=CC=CC=C1)=O (2-cyanomethyl-3,3-diphenylindanone), spiro[3,3-diphenyl-2,3-dihydro(1H)indene-1,3′-2′-cyanooxirane]. The yield is 9.0%. As a reaction SMILES: [C:1]1([C:7]2([C:17]3[CH:22]=[CH:21][CH:20]=[CH:19][CH:18]=3)[C:15]3[C:10](=[CH:11][CH:12]=[CH:13][CH:14]=3)[C:9](=[O:16])[CH2:8]2)[CH:6]=[CH:5][CH:4]=[CH:3][CH:2]=1.[H-].[K+].Br[CH2:26][C:27]#[N:28].O>O1CCCC1>[C:27]([CH2:26][CH:8]1[C:7]([C:1]2[CH:2]=[CH:3][CH:4]=[CH:5][CH:6]=2)([C:17]2[CH:18]=[CH:19][CH:20]=[CH:21][CH:22]=2)[C:15]2[C:10](=[CH:11][CH:12]=[CH:13][CH:14]=2)[C:9]1=[O:16])#[N:28] |f:1.2|. Procedure details: Spiro[3,3-diphenyl-2,3-dihydro(1H)indene-1,3′-2′-cyanooxirane] (Compound 5) and 2-cyanomethyl-3,3-diphenylindanone (Compound 9) were synthesized as follows: 3,3-diphenylindanone (Compound 2), 5.0 g (0.0176 mole) and 2.62 g (0.0229 mole) of potassium hydride were stirred at room temperature in 40 mL of tetrahydrofuran. After the gas evolution subsided (approx. 45 min), 1.5 mL (0.0215 mole) of bromoacetonitrile was added. The dark red mixture was stirred for 1 hour and then 50 mL of water was adde... The reactants are Cl (HCl), C(C)(C)(C)OC(NCC(=O)N1CCN(CC1)C(C1=C(C=CC(=C1)Cl)Cl)=O)=O ({2-[4-(2,5-dichloro-benzoyl)-piperazin-1-yl]-2-oxo-ethyl}-carbamic acid tert-butyl ester). Solvent: O1CCOCC1 (1,4-dioxane), O1CCOCC1 (1,4-dioxane). Reaction conditions: time 15 minute. Yields the product Cl.NCC(=O)N1CCN(CC1)C(C1=C(C=CC(=C1)Cl)Cl)=O (2-amino-1-[4-(2,5-dichloro-benzoyl)-piperazin-1-yl]-ethanone hydrochloride). Yield: 78.9%. Reaction SMILES: Cl.C(OC(=O)[NH:8][CH2:9][C:10]([N:12]1[CH2:17][CH2:16][N:15]([C:18](=[O:27])[C:19]2[CH:24]=[C:23]([Cl:25])[CH:22]=[CH:21][C:20]=2[Cl:26])[CH2:14][CH2:13]1)=[O:11])(C)(C)C>O1CCOCC1>[ClH:25].[NH2:8][CH2:9][C:10]([N:12]1[CH2:17][CH2:16][N:15]([C:18](=[O:27])[C:19]2[CH:24]=[C:23]([Cl:25])[CH:22]=[CH:21][C:20]=2[Cl:26])[CH2:14][CH2:13]1)=[O:11] |f:3.4|. Procedure details: Saturated HCl in 1,4-dioxane (1.0 mL) was added to a stirred solution of {2-[4-(2,5-dichloro-benzoyl)-piperazin-1-yl]-2-oxo-ethyl}-carbamic acid tert-butyl ester (280 mg, 0.67 mmol) in 1,4-dioxane (1.0 mL) at ambient temperature. The mixture was stirred at room temperature for 15 minutes then concentrated. The resulting solid was washed with diethyl ether to afford 2-amino-1-[4-(2,5-dichloro-benzoyl)-piperazin-1-yl]-ethanone hydrochloride as a solid in 78.9% yield. LC-MS purity: 94.019% The reactants are [H-].[Na+] (sodium hydride), N1C(C2C=3C(=CC=CC13)CCC2)=O (2a, 3,4,5-Tetrahydrobenz [cd]indole-2(1H) -one), BrCCCCBr (1,4-dibromobutane). Run in CN(C=O)C (N,N-dimethylformamide). Reaction conditions: time 1 hour. Product: BrCCCCC12C(NC=3C=CC=C(C13)CCC2)=O (2a-(4-Bromobutyl)-2a,3,4,5-tetrahydrobenz[cd]indole-2(1H)-one). The yield is 34.1%. RXN SMILES: [NH:1]1[C:9]2[CH:8]=[CH:7][CH:6]=[C:5]3[CH2:10][CH2:11][CH2:12][CH:3]([C:4]=23)[C:2]1=[O:13].[H-].[Na+].[Br:16][CH2:17][CH2:18][CH2:19][CH2:20]Br>CN(C)C=O>[Br:16][CH2:17][CH2:18][CH2:19][CH2:20][C:3]12[CH2:12][CH2:11][CH2:10][C:5]3[C:4]1=[C:9]([CH:8]=[CH:7][CH:6]=3)[NH:1][C:2]2=[O:13] |f:1.2|. Reported procedure: 2a, 3,4,5-Tetrahydrobenz [cd]indole-2(1H) -one (3.0 g, 17 mmol) was dissolved in anhydrous N,N-dimethylformamide (120 ml). Thereto was added an oily sodium hydride (760 mg, 19 mmol), and the resulting solution was stirred at a room temperature for 1 hour. The reaction solution was mixed with 1,4-dibromobutane (6.3 ml, 52 mmol) and again stirred for 17 hours. The solvent was evaporated under a reduced pressure, and the thus obtained residue was mixed with ethyl acetate, water and hydrochloric aci... Starting materials: Cl (hydrochloric acid), ClC1=NC=2N([C@@H](C=3N(C2C=N1)C=NN3)CC)[C@H]3CC(CC3)(F)F ((R)-7-chloro-5-((R)-3,3-difluorocyclopentyl)-4-ethyl-4,5-dihydro-[1,2,4]triazolo[4,3-f]pteridine), NC1=C(C=C(C(=O)NCC)C=C1)OC (4-amino-N-ethyl-3-methoxybenzamide). Run in C(C)O (ethanol), O (water). Conditions: temperature 95 celsius, time 18 hour. Product: FC1(C[C@@H](CC1)N1[C@@H](C=2N(C=3C=NC(=NC13)NC1=C(C=C(C(=O)NCC)C=C1)OC)C=NN2)CC)F (4-((R)-5-((R)-3,3-difluorocyclopentyl)-4-ethyl-4,5-dihydro-[1,2,4]triazolo[4,3-f]pteridin-7-ylamino)-N-ethyl-3-methoxybenzamide). Yield: 78.3%. Reaction SMILES: Cl.Cl[C:3]1[N:12]=[CH:11][C:10]2[N:9]3[CH:13]=[N:14][N:15]=[C:8]3[C@@H:7]([CH2:16][CH3:17])[N:6]([C@@H:18]3[CH2:22][CH2:21][C:20]([F:24])([F:23])[CH2:19]3)[C:5]=2[N:4]=1.[NH2:25][C:26]1[CH:36]=[CH:35][C:29]([C:30]([NH:32][CH2:33][CH3:34])=[O:31])=[CH:28][C:27]=1[O:37][CH3:38]>C(O)C.O>[F:23][C:20]1([F:24])[CH2:21][CH2:22][C@@H:18]([N:6]2[C:5]3[N:4]=[C:3]([NH:25][C:26]4[CH:36]=[CH:35][C:29]([C:30]([NH:32][CH2:33][CH3:34])=[O:31])=[CH:28][C:27]=4[O:37][CH3:38])[N:12]=[CH:11][C:10]=3[N:9]3[CH:13]=[N:14][N:15]=[C:8]3[C@H:7]2[CH2:16][CH3:17])[CH2:19]1. Procedure: Concentrated hydrochloric acid (36 □l) was added to a mixture of (R)-7-chloro-5-((R)-3,3-difluorocyclopentyl)-4-ethyl-4,5-dihydro-[1,2,4]triazolo[4,3-f]pteridine (70 mg, 0.21 mmol) and 4-amino-N-ethyl-3-methoxybenzamide (59.84 mg, 0.31 mmol) in ethanol (0.9 mL) and water (3.6 mL). The reaction mixture was heated to 95° C. and stirred for 18 hours. The reaction mixture was concentrated in vacuo. The residue was taken up with ethyl acetate, washed with an aqueous saturated solution of sodium bicar...